This data is from the Open Reaction Database (ORD), a public repository of structured organic reaction records. The task is: describe an organic reaction: reactants, conditions, products, and yield The reactants are C(C)(C)[C@H]1C(O[C@@H](C1)[C@H](C[C@H](C(C1=CC(=C(C=C1)OCCCOCC1=CC=CC=C1)OCCCOC)O)C(C)C)N=[N+]=[N-])=O (3(S)-isopropyl-5(S)-{1(S)-azido-3(S)-isopropyl-4(R,S)-hydroxy-4-[4-(3-benzyloxypropyloxy)-3-(3-methoxypropyloxy)-phenyl]-butyl}-tetrahydrofuran-2-one), C(C)(=O)OC(C)=O (acetic anhydride). Solvent: N1=CC=CC=C1 (pyridine). Product: C(C)(C)[C@H]1C(O[C@@H](C1)[C@H](C[C@H](C(C1=CC(=C(C=C1)OCCCOCC1=CC=CC=C1)OCCCOC)OC(C)=O)C(C)C)N=[N+]=[N-])=O (3(S)-Isopropyl-5(S)-{1 (S)-azido-3(S)-isopropyl-4(R,S)-acetoxy-4-[4-(3-benzyloxypropyloxy)-3-(3-methoxypropyloxy)-phenyl]-butyl}-tetrahydrofuran-2-one). RXN SMILES: [CH:1]([C@@H:4]1[CH2:8][C@@H:7]([C@@H:9]([N:41]=[N+:42]=[N-:43])[CH2:10][C@@H:11]([CH:38]([CH3:40])[CH3:39])[CH:12]([OH:37])[C:13]2[CH:18]=[CH:17][C:16]([O:19][CH2:20][CH2:21][CH2:22][O:23][CH2:24][C:25]3[CH:30]=[CH:29][CH:28]=[CH:27][CH:26]=3)=[C:15]([O:31][CH2:32][CH2:33][CH2:34][O:35][CH3:36])[CH:14]=2)[O:6][C:5]1=[O:44])([CH3:3])[CH3:2].[C:45](OC(=O)C)(=[O:47])[CH3:46]>N1C=CC=CC=1>[CH:1]([C@@H:4]1[CH2:8][C@@H:7]([C@@H:9]([N:41]=[N+:42]=[N-:43])[CH2:10][C@@H:11]([CH:38]([CH3:39])[CH3:40])[CH:12]([O:37][C:45](=[O:47])[CH3:46])[C:13]2[CH:18]=[CH:17][C:16]([O:19][CH2:20][CH2:21][CH2:22][O:23][CH2:24][C:25]3[CH:26]=[CH:27][CH:28]=[CH:29][CH:30]=3)=[C:15]([O:31][CH2:32][CH2:33][CH2:34][O:35][CH3:36])[CH:14]=2)[O:6][C:5]1=[O:44])([CH3:2])[CH3:3]. Reported procedure: A solution of 144 mg of 3(S)-isopropyl-5(S)-{1(S)-azido-3(S)-isopropyl-4(R,S)-hydroxy-4-[4-(3-benzyloxypropyloxy)-3-(3-methoxypropyloxy)-phenyl]-butyl}-tetrahydrofuran-2-one in 1.8 ml of acetic anhydride and 0.057 ml of pyridine is stirred for 30 hours at room temperature and is then concentrated to dryness by evaporation at room temperature and under reduced pressure. The residue is partitioned between dichloromethane (3x) and water/saturated sodium chloride solution (3x). The organic phases ar...